Dataset: the Open Reaction Database (ORD), a public repository of structured organic reaction records. Task: describe an organic reaction: reactants, conditions, products, and yield Reactants: Brc1ccsc1, O=C([O-])[O-], CN1CCCC1=O, Br[Cu]Br, [K+], [K+], O, c1ccc2[nH]ccc2c1. Product: c1ccc2c(c1)ccn2-c1ccsc1. Reaction SMILES: [Br:10][c:11]1[cH:12][s:13][cH:14][cH:15]1.[C:16](=[O:17])([O-:18])[O-:19].[CH3:23][N:24]1[CH2:25][CH2:26][CH2:27][C:28]1=[O:29].[Cu:30]([Br:31])[Br:32].[K+:20].[K+:21].[OH2:22].[nH:1]1[cH:2][cH:3][c:4]2[cH:5][cH:6][cH:7][cH:8][c:9]12>>[n:1]1(-[c:11]2[cH:12][s:13][cH:14][cH:15]2)[cH:2][cH:3][c:4]2[cH:5][cH:6][cH:7][cH:8][c:9]12. Reactants: BrC1=CC(=C(C#N)C=C1)Cl (4-bromo-2-chlorobenzonitrile). The solvent is C1CCOC1 (THF), C1CCOC1 (THF). Conditions: temperature 23 celsius, time 8 hour. The product is BrC1=CC(=C(C=C1)CN)Cl ((4-bromo-2-chlorophenyl)methanamine). Reaction SMILES: [Br:1][C:2]1[CH:9]=[CH:8][C:5]([C:6]#[N:7])=[C:4]([Cl:10])[CH:3]=1>C1COCC1>[Br:1][C:2]1[CH:9]=[CH:8][C:5]([CH2:6][NH2:7])=[C:4]([Cl:10])[CH:3]=1. Procedure details: To a solution of 4-bromo-2-chlorobenzonitrile (2500 mg, 11549 μmol) in THF (20 mL) at 0° C. was added borane-methyl sulfide complex, 2.0 m sol in THF (28873 μl, 57747 μmol). Ice bath removed and reaction stirred overnight warming to 23° C. Reaction cooled to 0° C. and quenched with MeOH (15 mL). Reaction then partitioned between CHCl3 (100 mL) and 1M NaOH (100 mL). Organic dried with brine and MgSO4. Organic then concentrated to an oil under reduced pressure and purified on silica (80 g) eluting... Yields the product CN1CCN(Cc2ccc(NC(=O)C#Cc3ccc(-c4ccc(Cl)cc4)cc3)cc2)CC1. As a reaction SMILES: [CH2:49]1[O:50][CH2:51][CH2:52][CH2:53]1.[CH3:19][N:20]1[CH2:21][CH2:22][O:23][CH2:24][CH2:25]1.[CH3:34][N:35]1[CH2:36][CH2:37][N:38]([CH2:41][c:42]2[cH:43][cH:44][c:45]([NH2:48])[cH:46][cH:47]2)[CH2:39][CH2:40]1.[Cl:1][c:2]1[cH:3][cH:4][c:5](-[c:8]2[cH:9][cH:10][c:11]([C:14]#[C:15][C:16](=[O:17])[OH:18])[cH:12][cH:13]2)[cH:6][cH:7]1.[Cl:26][C:27]([O:28][CH2:29][CH:30]([CH3:31])[CH3:32])=[O:33]>>[Cl:1][c:2]1[cH:3][cH:4][c:5](-[c:8]2[cH:9][cH:10][c:11]([C:14]#[C:15][C:16](=[O:18])[NH:48][c:45]3[cH:44][cH:43][c:42]([CH2:41][N:38]4[CH2:37][CH2:36][N:35]([CH3:34])[CH2:40][CH2:39]4)[cH:47][cH:46]3)[cH:12][cH:13]2)[cH:6][cH:7]1. Reactants: C1CCOC1, CN1CCOCC1, CN1CCN(Cc2ccc(N)cc2)CC1, O=C(O)C#Cc1ccc(-c2ccc(Cl)cc2)cc1, CC(C)COC(=O)Cl. Reactants: Cc1ccc(Br)nc1, ClC(Cl)Cl, O=C(OO)c1cccc(Cl)c1. The product is Cc1ccc(Br)[n+]([O-])c1. Reaction SMILES: [Br:1][c:2]1[n:3][cH:4][c:5]([CH3:8])[cH:6][cH:7]1.[CH:20]([Cl:21])([Cl:22])[Cl:23].[OH:9][O:10][C:11]([c:12]1[cH:13][c:14]([Cl:15])[cH:16][cH:17][cH:18]1)=[O:19]>>[Br:1][c:2]1[n+:3]([O-:9])[cH:4][c:5]([CH3:8])[cH:6][cH:7]1. Conditions: temperature 100 celsius. Yield: 60.6%. Run in C1(=CC=CC=C1)C (toluene). Product: COC1=NC2=CC=CC=C2N=C1C (2-Methoxy-3-methylquinoxaline). Reaction SMILES: [CH3:1][C:2]1[C:3](=[O:12])[NH:4][C:5]2[C:10]([N:11]=1)=[CH:9][CH:8]=[CH:7][CH:6]=2.[CH3:13]I>C1(C)C=CC=CC=1.[Ag]=O>[CH3:13][O:12][C:3]1[C:2]([CH3:1])=[N:11][C:10]2[C:5](=[CH:6][CH:7]=[CH:8][CH:9]=2)[N:4]=1. The reagents and catalysts are [Ag]=O (silver oxide). Procedure: A suspension of 3-methylquinoxalin-2(1H)-one (3.2 g, 20 mmol), silver oxide (5.56 g, 24 mmol), and methyl iodide (5.68 g, 40 mmol) in toluene (100 mL) was heated to 100° C. for 16 h. After cooling to room temperature, the reaction mixture was filtered, concentrated, and purified by column chromatography to afford the title compound as an orange solid (2.11 g). MS (ESI): m/z 175 [M+H]+. Reactants: CC=1C(NC2=CC=CC=C2N1)=O (3-methylquinoxalin-2(1H)-one), CI (methyl iodide). The reactants are O=C([O-])O, ClCCl, O=[N+]([O-])c1ccc(S(=O)(=O)Cl)cc1, [Na+], CC(C)(C)OC(=O)N1CCC(O)C1, c1ccncc1. The product is CC(C)(C)OC(=O)N1CCC(OS(=O)(=O)c2ccc([N+](=O)[O-])cc2)C1. RXN SMILES: [C:33](=[O:34])([OH:35])[O-:36].[CH2:38]([Cl:39])[Cl:40].[N+:1](=[O:2])([O-:3])[c:4]1[cH:5][cH:6][c:7]([S:10](=[O:11])(=[O:12])[Cl:13])[cH:8][cH:9]1.[Na+:37].[OH:14][CH:15]1[CH2:16][N:17]([C:20](=[O:21])[O:22][C:23]([CH3:24])([CH3:25])[CH3:26])[CH2:18][CH2:19]1.[cH:27]1[cH:28][cH:29][n:30][cH:31][cH:32]1>>[N+:1](=[O:2])([O-:3])[c:4]1[cH:5][cH:6][c:7]([S:10](=[O:11])(=[O:12])[O:14][CH:15]2[CH2:16][N:17]([C:20](=[O:21])[O:22][C:23]([CH3:24])([CH3:25])[CH3:26])[CH2:18][CH2:19]2)[cH:8][cH:9]1. The reactants are [Cl-].[Na+] (sodium chloride), BrC1=C(C(=CC(=C1)Br)Br)N (2,4,6-tribromophenylamine), C1(=CC=CC=C1)[Mg]Br (phenylmagnesium bromide), BrC1=C(C(=CC(=C1)Br)Br)N (2,4,6-tribromophenylamine), C1(=CC=CC=C1)[Mg]Br (phenylmagnesium bromide). Solvent: C1CCOC1 (THF). Product: BrC=1C=C(C=C(C1)C1=CC=CC=C1)C1=CC=CC=C1 (5′-Bromo-[1,1′;3′,1″]terphenyl). As a reaction SMILES: Br[C:2]1[CH:7]=[C:6](Br)[CH:5]=[C:4]([Br:9])[C:3]=1N.[C:11]1([Mg]Br)[CH:16]=[CH:15][CH:14]=[CH:13][CH:12]=1.[Cl-].[Na+]>C1COCC1>[Br:9][C:4]1[CH:5]=[C:6]([C:2]2[CH:7]=[CH:6][CH:5]=[CH:4][CH:3]=2)[CH:7]=[C:2]([C:11]2[CH:16]=[CH:15][CH:14]=[CH:13][CH:12]=2)[CH:3]=1 |f:2.3|. Procedure details: 10 g (0.023 mol) of 2,4,6-tribromophenylamine are dissolved in 100 ml of THF. In a second apparatus, 228 ml of phenylmagnesium bromide is heated under reflux. The dissolved 2,4,6-tribromophenylamine is added dropwise to the phenylmagnesium bromide solution, stirred under reflux for 1 h and at room temperature for a further 12 h. After addition of saturated sodium chloride solution, the aqueous phase is washed with diethyl ether and dried over sodium sulfate. After removal of the solvent, the pro... Reactants: C(=O)[C@H]1N(CC2=CC=CC=C2C1)C(=O)OC(C)(C)C ((S)-tert-butyl 3-formyl-3,4-dihydroisoquinoline-2(1H)-carboxylate), N1CCOCC1 (morpholine). Yields the product O1CCN(CC1)C[C@H]1N(CC2=CC=CC=C2C1)C(=O)OC(C)(C)C ((S)-tert-Butyl 3-(morpholinomethyl)-3,4-dihydroisoquinoline-2(1H)-carboxylate). Isolated yield 89.1%. Reaction SMILES: [CH:1]([C@@H:3]1[CH2:12][C:11]2[C:6](=[CH:7][CH:8]=[CH:9][CH:10]=2)[CH2:5][N:4]1[C:13]([O:15][C:16]([CH3:19])([CH3:18])[CH3:17])=[O:14])=O.[NH:20]1[CH2:25][CH2:24][O:23][CH2:22][CH2:21]1>>[O:23]1[CH2:24][CH2:25][N:20]([CH2:1][C@@H:3]2[CH2:12][C:11]3[C:6](=[CH:7][CH:8]=[CH:9][CH:10]=3)[CH2:5][N:4]2[C:13]([O:15][C:16]([CH3:19])([CH3:18])[CH3:17])=[O:14])[CH2:21][CH2:22]1. Procedure details: Following a procedure analogous to that for the synthesis of Example 106, (S)-tert-butyl 3-formyl-3,4-dihydroisoquinoline-2(1H)-carboxylate (Aubry, S. et al., Tetrahedron Lett., 47:1319-1323 (2006)) (71 mg, 0.27 mmol) and morpholine (28 μL, 0.33 mmol) were converted to the title compound (80 mg, 89%). 1H NMR (CDCl3, mixture of rotamers) δ 7.24-7.20 (m, 4H), 4.85-4.66 (m, 1H), 4.54-4.42 (m, 1H), 4.30-4.17 (m, 1H), 3.67 (br s, 4H), 3.13-2.96 (m, 1H), 2.93-2.69 (m, 1H), 2.62-2.29 (m, 5H), 2.18-2.01...